describe an organic reaction: reactants, conditions, products, and yield From a dataset of the Open Reaction Database (ORD), a public repository of structured organic reaction records. Reactants: CCO, CC1(C)OCc2cc(C3CN(CCCCCCOCCOCc4cccc(SC5CCCC5)c4)C(=O)O3)ccc2O1, [O-][I+3]([O-])([O-])[O-], [Na+], O. Yields the product CC1(C)OCc2cc(C3CN(CCCCCCOCCOCc4cccc(S(=O)C5CCCC5)c4)C(=O)O3)ccc2O1. RXN SMILES: [CH3:48][CH2:49][OH:50].[CH:7]1([S:12][c:13]2[cH:14][c:15]([CH2:16][O:17][CH2:18][CH2:19][O:20][CH2:21][CH2:22][CH2:23][CH2:24][CH2:25][CH2:26][N:27]3[C:28](=[O:44])[O:29][CH:30]([c:32]4[cH:33][c:34]5[c:35]([cH:42][cH:43]4)[O:36][C:37]([CH3:40])([CH3:41])[O:38][CH2:39]5)[CH2:31]3)[cH:45][cH:46][cH:47]2)[CH2:8][CH2:9][CH2:10][CH2:11]1.[I+3:1]([O-:2])([O-:3])([O-:4])[O-:5].[Na+:6].[OH2:51]>>[O:2]=[S:12]([CH:7]1[CH2:8][CH2:9][CH2:10][CH2:11]1)[c:13]1[cH:14][c:15]([CH2:16][O:17][CH2:18][CH2:19][O:20][CH2:21][CH2:22][CH2:23][CH2:24][CH2:25][CH2:26][N:27]2[C:28](=[O:44])[O:29][CH:30]([c:32]3[cH:33][c:34]4[c:35]([cH:42][cH:43]3)[O:36][C:37]([CH3:40])([CH3:41])[O:38][CH2:39]4)[CH2:31]2)[cH:45][cH:46][cH:47]1. Starting materials: FC=1C(=NC=C(C1NCC1=CC=C(C=C1)OC)F)NS(=O)(=O)CCC (N-(3,5-Difluoro-4-(4-methoxybenzylamino)pyridin-2-yl)propane-1-sulfonamide). Run in C(Cl)Cl (DCM), C(=O)(C(F)(F)F)O (TFA). Yields the product NC1=C(C(=NC=C1F)NS(=O)(=O)CCC)F (N-(4-Amino-3,5-difluoropyridin-2-yl)propane-1-sulfonamide). As a reaction SMILES: [F:1][C:2]1[C:3]([NH:19][S:20]([CH2:23][CH2:24][CH3:25])(=[O:22])=[O:21])=[N:4][CH:5]=[C:6]([F:18])[C:7]=1[NH:8]CC1C=CC(OC)=CC=1>C(Cl)Cl.C(O)(C(F)(F)F)=O>[NH2:8][C:7]1[C:6]([F:18])=[CH:5][N:4]=[C:3]([NH:19][S:20]([CH2:23][CH2:24][CH3:25])(=[O:21])=[O:22])[C:2]=1[F:1]. Procedure: A solution of N-(3,5-Difluoro-4-(4-methoxybenzylamino)pyridin-2-yl)propane-1-sulfonamide (1.05 g) in DCM (50 ml) and TFA (20 ml) was stirred at rt for 16 h. The mixture was concentrated. The residue was taken up in aqueous sodium bicarbonate solution, and the mixture was extracted with DCM. The combined organic extracts were dried over sodium sulfate, filtered, and concentrated. The residue was chromatographed on silica gel (10-50% ethyl acetate in hexanes eluant) to provide the title compound. ... Starting materials: COC=1C=C(C=CC1OC)NC=1C2=C(N=C(N1)C=1C=C(CCC3=CC=C(C(=O)OC)C=C3)C=CC1)SC=N2 (methyl 4-(3-(7-(3,4-dimethoxyphenylamino)thiazolo[5,4-d]pyrimidin-5-yl)phenethyl)benzoate), [OH-].[Na+] (NaOH), Cl (HCl). Solvent: O1CCOCC1 (1,4-dioxane), O (H2O). Reaction conditions: time 8 hour. The product is COC=1C=C(C=CC1OC)NC=1C2=C(N=C(N1)C=1C=C(CCC3=CC=C(C(=O)O)C=C3)C=CC1)SC=N2 (4-(3-(7-(3,4-dimethoxyphenylamino)thiazolo[5,4-d]pyrimidin-5-yl)phenethyl)benzoic acid). Yield: 52.5%. As a reaction SMILES: [CH3:1][O:2][C:3]1[CH:4]=[C:5]([NH:11][C:12]2[C:13]3[N:38]=[CH:37][S:36][C:14]=3[N:15]=[C:16]([C:18]3[CH:19]=[C:20]([CH:33]=[CH:34][CH:35]=3)[CH2:21][CH2:22][C:23]3[CH:32]=[CH:31][C:26]([C:27]([O:29]C)=[O:28])=[CH:25][CH:24]=3)[N:17]=2)[CH:6]=[CH:7][C:8]=1[O:9][CH3:10].[OH-].[Na+].Cl>O1CCOCC1.O>[CH3:1][O:2][C:3]1[CH:4]=[C:5]([NH:11][C:12]2[C:13]3[N:38]=[CH:37][S:36][C:14]=3[N:15]=[C:16]([C:18]3[CH:19]=[C:20]([CH:33]=[CH:34][CH:35]=3)[CH2:21][CH2:22][C:23]3[CH:32]=[CH:31][C:26]([C:27]([OH:29])=[O:28])=[CH:25][CH:24]=3)[N:17]=2)[CH:6]=[CH:7][C:8]=1[O:9][CH3:10] |f:1.2|. Reported procedure: To a stirred solution of methyl 4-(3-(7-(3,4-dimethoxyphenylamino)thiazolo[5,4-d]pyrimidin-5-yl)phenethyl)benzoate (70 mg, 0.13 mmol) in 3 mL of 1,4-dioxane and 3 mL of H2O was added NaOH (140 mg, 3.5 mmol) at room temperature. Then the reaction was stirred at room temperature overnight and then treated with conc. HCl until pH=3-4. The solvent was removed under reduced pressure, the residue was triturated with H2O (3×10 mL) and ethyl acetate (3×10 mL) then dried to give 4-(3-(7-(3,4-dimethoxyphe... Starting materials: O=[N+]([O-])c1ccc(Cl)nc1, NN, C1COCCO1. The product is NNc1ccc([N+](=O)[O-])cn1. Reaction SMILES: [Cl:1][c:2]1[n:3][cH:4][c:5]([N+:8](=[O:9])[O-:10])[cH:6][cH:7]1.[NH2:11][NH2:12].[O:13]1[CH2:14][CH2:15][O:16][CH2:17][CH2:18]1>>[c:2]1([NH:11][NH2:12])[n:3][cH:4][c:5]([N+:8](=[O:9])[O-:10])[cH:6][cH:7]1.